From a dataset of the Open Reaction Database (ORD), a public repository of structured organic reaction records. describe an organic reaction: reactants, conditions, products, and yield The reactants are S(O)(O)(=O)=O (sulphuric acid), [Si](C)(C)(C(C)(C)C)OCC=1C=C(C=C(C1)CO[Si](C)(C)C(C)(C)C)C=CC=1C=C(C=CC1)CCCCCC(OC1OCCCC1)(C)C (2-[6-(3-{2-[3,5-bis-(tert-butyldimethylsilanyloxymethyl)phenyl]vinyl}phenyl)-1,1-dimethylhexyloxy]tetrahydropyran). Run in O (water), C1CCOC1 (THF). Yields the product OCC=1C=C(C=C(C1)CO)C=CC=1C=C(C=CC1)CCCCCC(C)(O)C (7-{3-[2-(3,5-bis-Hydroxymethylphenyl)vinyl]phenyl}-2-methylheptan-2-ol). As a reaction SMILES: S(=O)(=O)(O)O.[Si]([O:13][CH2:14][C:15]1[CH:16]=[C:17]([CH:30]=[CH:31][C:32]2[CH:33]=[C:34]([CH2:38][CH2:39][CH2:40][CH2:41][CH2:42][C:43]([CH3:52])([CH3:51])[O:44]C3CCCCO3)[CH:35]=[CH:36][CH:37]=2)[CH:18]=[C:19]([CH2:21][O:22][Si](C(C)(C)C)(C)C)[CH:20]=1)(C(C)(C)C)(C)C>C1COCC1.O>[OH:22][CH2:21][C:19]1[CH:18]=[C:17]([CH:30]=[CH:31][C:32]2[CH:33]=[C:34]([CH2:38][CH2:39][CH2:40][CH2:41][CH2:42][C:43]([CH3:52])([OH:44])[CH3:51])[CH:35]=[CH:36][CH:37]=2)[CH:16]=[C:15]([CH2:14][OH:13])[CH:20]=1. Reported procedure: In a manner similar to Example 25(d), by reacting 0.5 ml of concentrated sulphuric acid with 2.04 g (3 mmol) of 2-[6-(3-{2-[3,5-bis-(tert-butyldimethylsilanyloxymethyl)phenyl]vinyl}phenyl)-1,1-dimethylhexyloxy]tetrahydropyran in 30 ml of THF and 10 ml of water, after purification on a silica column (ethyl acetate 80-heptane 20), white crystals (m=646 mg; Y=58%) are obtained. m.p.=108-9° C. The reactants are CC(C)CC(C#N)NC(=O)C1CCCCC1NC(=O)c1ccc2[nH]nc(C#CCN(C)C)c2c1, CO. Product: CC(C)CC(C#N)NC(=O)C1CCCCC1NC(=O)c1ccc2[nH]nc(CCCN(C)C)c2c1. As a reaction SMILES: [C:1](#[N:2])[CH:3]([CH2:4][CH:5]([CH3:6])[CH3:7])[NH:8][C:9](=[O:10])[CH:11]1[CH:12]([NH:17][C:18](=[O:19])[c:20]2[cH:21][c:22]3[c:23]([C:29]#[C:30][CH2:31][N:32]([CH3:33])[CH3:34])[n:24][nH:25][c:26]3[cH:27][cH:28]2)[CH2:13][CH2:14][CH2:15][CH2:16]1.[CH3:35][OH:36]>>[C:1](#[N:2])[CH:3]([CH2:4][CH:5]([CH3:6])[CH3:7])[NH:8][C:9](=[O:10])[CH:11]1[CH:12]([NH:17][C:18](=[O:19])[c:20]2[cH:21][c:22]3[c:23]([CH2:29][CH2:30][CH2:31][N:32]([CH3:33])[CH3:34])[n:24][nH:25][c:26]3[cH:27][cH:28]2)[CH2:13][CH2:14][CH2:15][CH2:16]1. Run in O1CCCC1 (tetrahydrofuran). Reactants: C(C)(C)OC(=O)C=1CCN2C1SCC2=CC(=O)SC2=CC=CC=C2 (S-phenyl (7-isopropoxycarbonyl-2,3,5,6-tetrahydropyrrolo[2,1-b]thiazol-3-ylidene)thioacetate), N1CCCCC1 (piperidine). Reaction conditions: time 2 hour. Reported procedure: 1.0 g of S-phenyl (7-isopropoxycarbonyl-2,3,5,6-tetrahydropyrrolo[2,1-b]thiazol-3-ylidene)thioacetate and 1.2 g of piperidine were suspended in 40 ml of tetrahydrofuran and 740 mg of silver trifluoroacetate was added thereto under stirring at room temperature. After 2 hours, the insoluble matters were filtered off and the filtrate was concentrated. The residue was purified by silica gel column chromatography and recrystallized from ethanol. Thus 0.65 g of the title compound was obtained. Product: C(C)(C)OC(=O)C=1CCN2C1SCC2=CC(=O)N2CCCCC2 ((7-Isopropoxycarbonyl-2,3,5,6-tetrahydropyrrolo[2,1-b]-thiazol-3-ylidene)acetylpiperidine). RXN SMILES: [CH:1]([O:4][C:5]([C:7]1[CH2:8][CH2:9][N:10]2[C:14](=[CH:15][C:16](SC3C=CC=CC=3)=[O:17])[CH2:13][S:12][C:11]=12)=[O:6])([CH3:3])[CH3:2].[NH:25]1[CH2:30][CH2:29][CH2:28][CH2:27][CH2:26]1>O1CCCC1.FC(F)(F)C([O-])=O.[Ag+]>[CH:1]([O:4][C:5]([C:7]1[CH2:8][CH2:9][N:10]2[C:14](=[CH:15][C:16]([N:25]3[CH2:30][CH2:29][CH2:28][CH2:27][CH2:26]3)=[O:17])[CH2:13][S:12][C:11]=12)=[O:6])([CH3:2])[CH3:3] |f:3.4|. Reagents/catalysts: FC(C(=O)[O-])(F)F.[Ag+] (silver trifluoroacetate). Yield: 69.8%. Starting materials: C(CCCCCCC)OC1=CC=C(C=O)C=C1 (4-(octyloxy)benzaldehyde), FC(C1=CC=C(CN)C=C1)(F)F (4-(trifluoromethyl)benzylamine). Product: C(CCCCCCC)OC1=CC=C(CNCC2=CC=C(C=C2)C(F)(F)F)C=C1 (N-[4-(octyloxy)benzyl]-N-[4-(trifluoromethyl)benzyl]amine). Isolated yield 86.0%. Reaction SMILES: [CH2:1]([O:9][C:10]1[CH:17]=[CH:16][C:13]([CH:14]=O)=[CH:12][CH:11]=1)[CH2:2][CH2:3][CH2:4][CH2:5][CH2:6][CH2:7][CH3:8].[F:18][C:19]([F:29])([F:28])[C:20]1[CH:27]=[CH:26][C:23]([CH2:24][NH2:25])=[CH:22][CH:21]=1>>[CH2:1]([O:9][C:10]1[CH:17]=[CH:16][C:13]([CH2:14][NH:25][CH2:24][C:23]2[CH:22]=[CH:21][C:20]([C:19]([F:18])([F:28])[F:29])=[CH:27][CH:26]=2)=[CH:12][CH:11]=1)[CH2:2][CH2:3][CH2:4][CH2:5][CH2:6][CH2:7][CH3:8]. Procedure details: The same procedure as employed in the preparation of Example 226 (step a) but using 4-(octyloxy)benzaldehyde and 4-(trifluoromethyl)benzylamine gave the title compound as a colorless oil (86%). 1H NMR (CDCl3, 300 MHz) δ 7.57 (d, 2H, J=7.9 Hz), 7.45 (d, 2H, J=7.9 Hz), 7.22 (m, 2H), 6.85 (m, 2H), 3.93 (t, 2H, J=6.5 Hz), 3.84 (s, 2H), 3.72 (s, 2H), 1.82-1.70 (m, 2H), 1.50-1.23 (m, 10H), 0.89 (m, 3H). M−(LC/MS(ESI)): 406.3 HPLC (Condition A), Rt: 4.42 min (HPLC purity: 98.7%). Starting materials: C1CCOC1, CCO, CC(C)(C#N)CN1C(=O)C2(OCCCO2)c2cc(Cl)ccc21, N. Yields the product CC1(C)CN=C2N(C1)c1ccc(Cl)cc1C21OCCCO1. RXN SMILES: [CH2:23]1[O:24][CH2:25][CH2:26][CH2:27]1.[CH3:28][CH2:29][OH:30].[Cl:1][c:2]1[cH:3][c:4]2[c:5]([cH:6][cH:7]1)[N:8]([CH2:17][C:18]([C:19]#[N:20])([CH3:21])[CH3:22])[C:9](=[O:16])[C:10]21[O:11][CH2:12][CH2:13][CH2:14][O:15]1.[NH3:31]>>[Cl:1][c:2]1[cH:3][c:4]2[c:5]([cH:6][cH:7]1)[N:8]1[C:9](=[N:20][CH2:19][C:18]([CH3:21])([CH3:22])[CH2:17]1)[C:10]21[O:11][CH2:12][CH2:13][CH2:14][O:15]1. The reactants are C(C)(=O)C=1C=C(C(=O)OC)C=CC1O (methyl 3-acetyl-4-hydroxy-benzoate), [H-].[Na+] (sodium hydride), C(C1=CN=CC=C1)(=O)OC (methyl nicotinate), C(C)(=O)O (acetic acid). Solvent: O (water), O1CCOCC1 (dioxane), petroleum ether, O1CCOCC1 (dioxane). Reaction conditions: time 6 hour. The product is OC1=C(C(=O)CC(C2=CN=CC=C2)=O)C=C(C=C1)C(=O)OC ((2-hydroxy-5-carbomethoxy-benzoyl)-nicotinoylmethane). Yield: 69.8%. RXN SMILES: [C:1]([C:4]1[CH:5]=[C:6]([CH:11]=[CH:12][C:13]=1[OH:14])[C:7]([O:9][CH3:10])=[O:8])(=[O:3])[CH3:2].[C:15](OC)(=[O:22])[C:16]1[CH:21]=[CH:20][CH:19]=[N:18][CH:17]=1.[H-].[Na+].C(O)(=O)C>O1CCOCC1.O>[OH:14][C:13]1[CH:12]=[CH:11][C:6]([C:7]([O:9][CH3:10])=[O:8])=[CH:5][C:4]=1[C:1]([CH2:2][C:15](=[O:22])[C:16]1[CH:21]=[CH:20][CH:19]=[N:18][CH:17]=1)=[O:3] |f:2.3|. Procedure details: A solution consisting of methyl 3-acetyl-4-hydroxy-benzoate (16 g) and methyl nicotinate (23 g) in dioxane (100 ml) was slowly added at room temperature under stirring to a suspension of sodium hydride 50% (12 g) in dioxane (60 ml). The solution was kept for 6 hours at 80° C., then cooled, diluted with petroleum ether (200 ml), and filtered. The product obtained was dissolved in water and treated with acetic acid; the precipitate obtained was washed with water and crystallised with methylene chl... Reactants: CC(C)(C)c1cc(CO)sn1, ClCCl, O=S(Cl)Cl. Yields the product CC(C)(C)c1cc(CCl)sn1. As a reaction SMILES: [C:1]([CH3:2])([CH3:3])([CH3:4])[c:5]1[n:6][s:7][c:8]([CH2:10][OH:11])[cH:9]1.[Cl:16][CH2:17][Cl:18].[S:12]([Cl:13])([Cl:14])=[O:15]>>[C:1]([CH3:2])([CH3:3])([CH3:4])[c:5]1[n:6][s:7][c:8]([CH2:10][Cl:14])[cH:9]1. The product is Cl.N1CC(CCCC1)CC(=O)OCC (ethyl azepane-3-ylacetate hydrochloride). Conditions: time 2 hour. Run in CCO (EtOH), C1CCOC1 (THF). Procedure: Sodium hydride and 1-benzylazepane-3-one were added to a THF solution of ethyl diethoxyphosphorylacetate under ice cooling and stirred for two hours at room temperature to give a stereoisomeric mixture of ethyl(1-benzylazepane-3-ylidene)acetate. After the obtained stereoisomeric mixture of ethyl(1-benzylazepane-3-ylidene)acetate was processed with 4M HCl-EtOAc solution, EtOH and 10% palladium carbon were added and stirred for 15 hours at room temperature under the hydrogen atmosphere to give eth... The reagents and catalysts are [C].[Pd] (palladium carbon). Reactants: C(C)OC(C=C1CN(CCCC1)CC1=CC=CC=C1)=O (ethyl(1-benzylazepane-3-ylidene)acetate), [H][H] (hydrogen), C(C)OC(C=C1CN(CCCC1)CC1=CC=CC=C1)=O (ethyl(1-benzylazepane-3-ylidene)acetate), [H-].[Na+] (Sodium hydride), C(C1=CC=CC=C1)N1CC(CCCC1)=O (1-benzylazepane-3-one), C(C)OP(=O)(OCC)CC(=O)OCC (ethyl diethoxyphosphorylacetate), Cl.CCOC(=O)C (HCl EtOAc). Reaction SMILES: [H-].[Na+].C(N1CCCCC(=O)C1)C1C=CC=CC=1.C(OP(CC(OCC)=O)(OCC)=O)C.[CH2:32]([O:34][C:35](=[O:51])[CH:36]=[C:37]1[CH2:43][CH2:42][CH2:41][CH2:40][N:39](CC2C=CC=CC=2)[CH2:38]1)[CH3:33].[ClH:52].CCOC(C)=O.[H][H]>[C].[Pd].CCO.C1COCC1>[ClH:52].[NH:39]1[CH2:40][CH2:41][CH2:42][CH2:43][CH:37]([CH2:36][C:35]([O:34][CH2:32][CH3:33])=[O:51])[CH2:38]1 |f:0.1,5.6,8.9,12.13|. The reactants are ClCCl, C=CC#N, OCC1CCCN1. Product: N#CCCN1CCCC1CO. Reaction SMILES: [CH2:12]([Cl:13])[Cl:14].[CH2:8]=[CH:9][C:10]#[N:11].[OH:1][CH2:2][CH:3]1[NH:4][CH2:5][CH2:6][CH2:7]1>>[OH:1][CH2:2][CH:3]1[N:4]([CH2:8][CH2:9][C:10]#[N:11])[CH2:5][CH2:6][CH2:7]1.